From a dataset of the Open Reaction Database (ORD), a public repository of structured organic reaction records. describe an organic reaction: reactants, conditions, products, and yield Reactants: COC(C=1NC(=C(N1)C(F)(F)F)CC)OC (2-(Dimethoxymethyl)-5-ethyl-4-(trifluoromethyl)-1H-imidazole). Run in S(O)(O)(=O)=O (sulfuric acid). Yields the product C(C)C1=C(N=C(N1)C=O)C(F)(F)F (5-Ethyl-4-(trifluoromethyl)-1H-imidazole-2-carbaldehyde). The yield is 29.1%. RXN SMILES: C[O:2][CH:3](OC)[C:4]1[NH:5][C:6]([CH2:13][CH3:14])=[C:7]([C:9]([F:12])([F:11])[F:10])[N:8]=1>S(=O)(=O)(O)O>[CH2:13]([C:6]1[NH:5][C:4]([CH:3]=[O:2])=[N:8][C:7]=1[C:9]([F:11])([F:12])[F:10])[CH3:14]. Procedure: The same operation as in Example (33b) was performed using 2-(dimethoxymethyl)-5-ethyl-4-(trifluoromethyl)-1H-imidazole obtained in Example (39c) (about 4.09 mmol) and 2 N sulfuric acid (30 mL), to obtain 228.3 mg of the title compound as a white solid (29%). The reactants are ClC(C1CCN(CC1)C)C1=CC=C(C=C1)Cl (4-(chloro(4-chlorophenyl)methyl)-1-methylpiperidine), N1CCNCC1 (piperazine), C(=O)([O-])[O-].[K+].[K+] (K2CO3). The solvent is CC(CC)=O (butanone). Product: ClC1=CC=C(C=C1)C(N1CCNCC1)C1CCN(CC1)C (1-((4-chlorophenyl)(1-methylpiperidin-4-yl)methyl)piperazine). The yield is 62.0%. RXN SMILES: Cl[CH:2]([C:10]1[CH:15]=[CH:14][C:13]([Cl:16])=[CH:12][CH:11]=1)[CH:3]1[CH2:8][CH2:7][N:6]([CH3:9])[CH2:5][CH2:4]1.[NH:17]1[CH2:22][CH2:21][NH:20][CH2:19][CH2:18]1.C([O-])([O-])=O.[K+].[K+]>CC(=O)CC>[Cl:16][C:13]1[CH:14]=[CH:15][C:10]([CH:2]([CH:3]2[CH2:8][CH2:7][N:6]([CH3:9])[CH2:5][CH2:4]2)[N:17]2[CH2:22][CH2:21][NH:20][CH2:19][CH2:18]2)=[CH:11][CH:12]=1 |f:2.3.4|. Reported procedure: A mixture of 4-(chloro(4-chlorophenyl)methyl)-1-methylpiperidine (1.2 g, 4.66 mmol) in butanone (10 ml), anhydrous piperazine (1.58 g, 18.45 mmol), anhydrous K2CO3 (0.63 g, 4.61 mmol) and KI (0.76 g, 4.61 mmol) was refluxed under nitrogen for 18 hours. The mixture was then cooled and filtered and the solvent removed in vacuo. The residue was dissolved in CH2Cl2 (50 ml) and washed with water (30 ml). Drying and removal of the solvent followed by chromatography (CH2Cl2:CH3OH:NH4OH 90:10:0.5) affor... Starting materials: C(C)(C)(C)OC(=O)N1CCC(CC1)CCC(=O)O (3-[1-(tert-butoxycarbonyl)piperidin-4-yl]propanoic acid), C(=O)([O-])[O-].[K+].[K+] (K2CO3), C(C1=CC=CC=C1)Br (Benzyl bromide). Solvent: CN(C)C=O (DMF), CCOCC (ether). Run at time 3 day. Yields the product C(C1=CC=CC=C1)OC(CCC1CCN(CC1)C(=O)OC(C)(C)C)=O (tert-butyl 4-[3-(benzyloxy)-3-oxopropyl]piperidine-1-carboxylate). RXN SMILES: [CH2:1](Br)[C:2]1[CH:7]=[CH:6][CH:5]=[CH:4][CH:3]=1.[C:9]([O:13][C:14]([N:16]1[CH2:21][CH2:20][CH:19]([CH2:22][CH2:23][C:24]([OH:26])=[O:25])[CH2:18][CH2:17]1)=[O:15])([CH3:12])([CH3:11])[CH3:10].C([O-])([O-])=O.[K+].[K+]>CN(C=O)C.CCOCC>[CH2:1]([O:26][C:24](=[O:25])[CH2:23][CH2:22][CH:19]1[CH2:18][CH2:17][N:16]([C:14]([O:13][C:9]([CH3:11])([CH3:10])[CH3:12])=[O:15])[CH2:21][CH2:20]1)[C:2]1[CH:7]=[CH:6][CH:5]=[CH:4][CH:3]=1 |f:2.3.4|. Procedure: Benzyl bromide (2.29 mL, 19.3 mmol) was added dropwise to a cooled (0° C.) mixture of commercially available 3-[1-(tert-butoxycarbonyl)piperidin-4-yl]propanoic acid (4.96 g, 19.3 mmol) and K2CO3 (6.67 g, 48.3 mmol) in 40 mL of DMF. The reaction mixture was permitted to warm to rt and stir for 3 days (the reaction was likely complete after only a few h). The reaction mixture was diluted with ether and washed four times with water, then once with brine. The ethereal layer was dried over anhydrous ... The reactants are COc1ccc(Oc2c(Cl)cc(-n3ncc(=O)[nH]c3=O)cc2Cl)cc1N, O=S(=O)(Cl)c1ccc(F)cc1, O, c1ccncc1. Yields the product COc1ccc(Oc2c(Cl)cc(-n3ncc(=O)[nH]c3=O)cc2Cl)cc1NS(=O)(=O)c1ccc(F)cc1. As a reaction SMILES: [Cl:1][c:2]1[cH:3][c:4](-[n:19]2[n:20][cH:21][c:22](=[O:26])[nH:23][c:24]2=[O:25])[cH:5][c:6]([Cl:18])[c:7]1[O:8][c:9]1[cH:10][c:11]([NH2:17])[c:12]([O:15][CH3:16])[cH:13][cH:14]1.[F:27][c:28]1[cH:29][cH:30][c:31]([S:34](=[O:35])(=[O:36])[Cl:37])[cH:32][cH:33]1.[OH2:38].[cH:39]1[cH:40][cH:41][n:42][cH:43][cH:44]1>>[Cl:1][c:2]1[cH:3][c:4](-[n:19]2[n:20][cH:21][c:22](=[O:26])[nH:23][c:24]2=[O:25])[cH:5][c:6]([Cl:18])[c:7]1[O:8][c:9]1[cH:10][c:11]([NH:17][S:34]([c:31]2[cH:30][cH:29][c:28]([F:27])[cH:33][cH:32]2)(=[O:35])=[O:36])[c:12]([O:15][CH3:16])[cH:13][cH:14]1. Starting materials: COc1ccc(O)cc1OC, CN(C)C=O, [Li]c1ccccc1, C1CCC(OC2CCCCO2)OC1. The product is COc1ccc(O)c(C=O)c1OC. RXN SMILES: [CH3:14][O:15][c:16]1[cH:17][c:18]([OH:24])[cH:19][cH:20][c:21]1[O:22][CH3:23].[CH3:32][N:33]([CH3:34])[CH:35]=[O:36].[Li:25][c:26]1[cH:27][cH:28][cH:29][cH:30][cH:31]1.[O:1]1[CH:2]([O:7][CH:8]2[CH2:9][CH2:10][CH2:11][CH2:12][O:13]2)[CH2:6][CH2:5][CH2:4][CH2:3]1>>[O:1]=[CH:2][c:17]1[c:16]([O:15][CH3:14])[c:21]([O:22][CH3:23])[cH:20][cH:19][c:18]1[OH:24]. Starting materials: COC(=O)Cl, Cl, NC(Cc1ccccc1)C(=O)O, [Na+], C1CCOC1, [OH-], O. The product is COC(=O)NC(Cc1ccccc1)C(=O)O. As a reaction SMILES: [Cl:15][C:16](=[O:17])[O:18][CH3:19].[ClH:20].[NH2:1][CH:2]([CH2:3][c:4]1[cH:5][cH:6][cH:7][cH:8][cH:9]1)[C:10]([OH:11])=[O:12].[Na+:14].[O:22]1[CH2:23][CH2:24][CH2:25][CH2:26]1.[OH-:13].[OH2:21]>>[NH:1]([CH:2]([CH2:3][c:4]1[cH:5][cH:6][cH:7][cH:8][cH:9]1)[C:10]([OH:11])=[O:12])[C:16](=[O:17])[O:18][CH3:19]. Starting materials: C(C)C(C=O)CC (2-ethylbutanal), NC=1C=C(C=CC1)/C=C/CNC(C(F)(F)F)=O ((E)-N-(3-(3-aminophenyl)allyl)-2,2,2-trifluoroacetamide). Yields the product C(C)C(CNC=1C=C(C=CC1)CCCNC(C(F)(F)F)=O)CC (N-(3-(3-(2-ethylbutylamino)phenyl)propyl)-2,2,2-trifluoroacetamide). Reaction SMILES: [CH2:1]([CH:3]([CH2:6][CH3:7])[CH:4]=O)[CH3:2].[NH2:8][C:9]1[CH:10]=[C:11](/[CH:15]=[CH:16]/[CH2:17][NH:18][C:19](=[O:24])[C:20]([F:23])([F:22])[F:21])[CH:12]=[CH:13][CH:14]=1>>[CH2:1]([CH:3]([CH2:6][CH3:7])[CH2:4][NH:8][C:9]1[CH:10]=[C:11]([CH2:15][CH2:16][CH2:17][NH:18][C:19](=[O:24])[C:20]([F:21])([F:22])[F:23])[CH:12]=[CH:13][CH:14]=1)[CH3:2]. Procedure details: Hydrogenation of 2-ethylbutanal and (E)-N-(3-(3-aminophenyl)allyl)-2,2,2-trifluoroacetamide following the method used in Example 31 gave N-(3-(3-(2-ethylbutylamino)phenyl)propyl)-2,2,2-trifluoroacetamide as a colorless oil. Yield (0.5 g, 90%); 1H NMR (400 MHz, DMSO-d6) δ 9.42 (bs, 1H), 6.94 (t, J=7.2 Hz, 1H), 6.38-6.37 (m, 2H), 6.32 (d, J=7.2 Hz, 1H), 5.40 (t, J=5.6 Hz, 1H), 3.21-3.16 (m, 2H), 2.86 (t, J=6.0 Hz, 2H), 2.43 (t, J=7.6 Hz, 2H), 1.77-1.70 (m, 2H), 1.48-1.41 (m, 1H), 1.39-1.31 (m, 4H)... Reactants: ice methanol, S(O)(O)(=O)=O (sulphuric acid), FC1=C(C=C(C(=C1)F)F)C(=O)C=C(Cl)Cl (2,2-dichlorovinyl 2,4,5-trifluorophenyl ketone), [Na] (sodium), C(C)O (ethanol). The solvent is C(Cl)Cl (methylene chloride). The product is FC1=C(C(=O)CC(=O)OCC)C=C(C(=C1)F)F (ethyl 2,4,5-trifluoro-benzoylacetate). Isolated yield 82.2%. RXN SMILES: [F:1][C:2]1[CH:7]=[C:6]([F:8])[C:5]([F:9])=[CH:4][C:3]=1[C:10]([CH:12]=[C:13](Cl)Cl)=[O:11].[Na].S(=O)(=O)(O)[OH:18].[CH2:22]([OH:24])[CH3:23]>C(Cl)Cl>[F:1][C:2]1[CH:7]=[C:6]([F:8])[C:5]([F:9])=[CH:4][C:3]=1[C:10]([CH2:12][C:13]([O:24][CH2:22][CH3:23])=[O:18])=[O:11] |^1:15|. Reported procedure: 21.2 g of 2,2-dichlorovinyl 2,4,5-trifluorophenyl ketone are added dropwise to a solution of 3.85 g of sodium in 65 ml of absolute ethanol at 5°-10° C., while cooling (ice/methanol) and stirring. When the exothermic reaction has subsided, the mixture is stirred at room temperature for a further 30 minutes, the solvent is stripped off in vacuo and the residue is taken up in 100 ml of methylene chloride. The mixture is shaken thoroughly with 50 ml of 2N sulphuric acid, the methylene chloride phase...